This data is from the Open Reaction Database (ORD), a public repository of structured organic reaction records. The task is: describe an organic reaction: reactants, conditions, products, and yield Reactants: CC(C)C(=O)Nc1cccc(C2CCNCC2)c1, O=Cc1c[nH]c(-c2ccccc2)n1. The product is CC(C)C(=O)Nc1cccc(C2CCN(Cc3c[nH]c(-c4ccccc4)n3)CC2)c1. RXN SMILES: [CH3:14][CH:15]([C:16](=[O:17])[NH:18][c:19]1[cH:20][c:21]([CH:25]2[CH2:26][CH2:27][NH:28][CH2:29][CH2:30]2)[cH:22][cH:23][cH:24]1)[CH3:31].[c:1]1(-[c:7]2[nH:8][cH:9][c:10]([CH:12]=[O:13])[n:11]2)[cH:2][cH:3][cH:4][cH:5][cH:6]1>>[c:1]1(-[c:7]2[nH:8][cH:9][c:10]([CH2:12][N:28]3[CH2:27][CH2:26][CH:25]([c:21]4[cH:20][c:19]([NH:18][C:16]([CH:15]([CH3:14])[CH3:31])=[O:17])[cH:24][cH:23][cH:22]4)[CH2:30][CH2:29]3)[n:11]2)[cH:2][cH:3][cH:4][cH:5][cH:6]1. Reactants: CCOCC (ether), [C-]#N.[Na+] (sodium cyanide), [I-].[Na+] (sodium iodide), ClCC1=C(C(=CC=C1)[N+](=O)[O-])C (1-Chloromethyl-2-methyl-3-nitro-benzene). The solvent is CN(C=O)C (N,N-dimethylformamide). Reaction conditions: temperature 80 celsius. The product is CC1=C(C=CC=C1[N+](=O)[O-])CC#N ((2-methyl-3-nitro-phenyl)-acetonitrile). RXN SMILES: Cl[CH2:2][C:3]1[CH:8]=[CH:7][CH:6]=[C:5]([N+:9]([O-:11])=[O:10])[C:4]=1[CH3:12].[C-:13]#[N:14].[Na+].[I-].[Na+].CCOCC>CN(C)C=O>[CH3:12][C:4]1[C:5]([N+:9]([O-:11])=[O:10])=[CH:6][CH:7]=[CH:8][C:3]=1[CH2:2][C:13]#[N:14] |f:1.2,3.4|. Procedure details: 1-Chloromethyl-2-methyl-3-nitro-benzene (25g) was dissolved in 125 ml of N,N-dimethylformamide. To this mixture was added 10.89 g of sodium cyanide (Mallinckrodt, Paris, Ky.) and 0.4 g of sodium iodide (Mallinckrodt) and the heterogeneous mixture was heated to 80° C. for 21 hr. The reaction mixture was cooled to room temperature, poured into ether, washed several times with water, dried, and evaporated. The residue was purified by flash chromatography on silica gel eluting with dichloromethane, ... Starting materials: BrC=1C=C2C(=NC1)C(C1=C(CC2)C=C(C=C1)Cl)N1CCN(CC1)C(CC1CCN(CC1)C(OC1=CC=CC=C1)=NC#N)=O (PHENYL 4-[2-[4-(3-BROMO-8-CHLORO-6,11-DIHYDRO-5H-BENZO[5,6]CYCLOHEPTA[1,2-b]PYRIDIN-11-YL]-1-PIPERAZINYL]-2-OXOETHYL]-N-CYANO-1-PIPERIDINE-CARBOXIMIDATE), BrC=1C=C2C(=NC1)C(C1=C(CC2)C=C(C=C1)Cl)N1CCN(CC1)C(CC1CCN(CC1)C(OC1=CC=CC=C1)=NC#N)=O (PHENYL 4-[2-[4-(3-BROMO-8-CHLORO-6,11-DIHYDRO-5H-BENZO[5,6]CYCLOHEPTA[1,2-b]PYRIDIN-11-YL]-1-PIPERAZINYL]-2-OXOETHYL]-N-CYANO-1-PIPERIDINE-CARBOXIMIDATE), [OH-].[NH4+] (ammonium hydroxide). Solvent: CC(C)O (2-propanol). Reaction conditions: temperature 25 celsius, time 24 hour. Product: BrC=1C=C2C(=NC1)C(C1=C(CC2)C=C(C=C1)Cl)N1CCN(CC1)C(CC1CCN(CC1)C(NC#N)=N)=O (4-[2-[4-(3-BROMO-8-CHLORO-6,11-DIHYDRO-5 H-BENZO[5,6]CYCLOHEPTA[1,2-b]PYRIDIN-11-YL)-1-PIPERAZINYL]-2-OXOETHYL]-N-CYANO-1-PIPERIDINE-CARBOXIMIDAMIDE). The yield is 85.0%. As a reaction SMILES: [Br:1][C:2]1[CH:3]=[C:4]2[CH2:12][CH2:11][C:10]3[CH:13]=[C:14]([Cl:17])[CH:15]=[CH:16][C:9]=3[CH:8]([N:18]3[CH2:23][CH2:22][N:21]([C:24](=[O:43])[CH2:25][CH:26]4[CH2:31][CH2:30][N:29]([C:32](=[N:40][C:41]#[N:42])OC5C=CC=CC=5)[CH2:28][CH2:27]4)[CH2:20][CH2:19]3)[C:5]2=[N:6][CH:7]=1.[OH-].[NH4+:45]>CC(O)C>[Br:1][C:2]1[CH:3]=[C:4]2[CH2:12][CH2:11][C:10]3[CH:13]=[C:14]([Cl:17])[CH:15]=[CH:16][C:9]=3[CH:8]([N:18]3[CH2:23][CH2:22][N:21]([C:24](=[O:43])[CH2:25][CH:26]4[CH2:31][CH2:30][N:29]([C:32](=[NH:45])[NH:40][C:41]#[N:42])[CH2:28][CH2:27]4)[CH2:20][CH2:19]3)[C:5]2=[N:6][CH:7]=1 |f:1.2|. Procedure: Phenyl 4-[2-[4-(3-bromo-8-chloro-6,11-dihydro-5 H-benzo[5,6] cyclohepta[1,2-b]pyridin-11-yl)-1-piperazinyl]-2-oxoethyl]-N-cyano-1-piperidinecarboximidate (2.62 g) (Formula 2.0, prepared as described in Example 1 above) was dissolved in 2-propanol (50 ml) and concentrated ammonium hydroxide (4 ml) was added. The mixture was stirred at 25° C. for 24 h and then evaporated to dryness. The residue was triturated with diethyl ether (2×250 ml) and the ether was discarded. The remaining product was chro... Starting materials: C=CCCC(=O)O, ClCCCl, CN(C)c1ccncc1, CCN(C(C)C)C(C)C, CN(C)C=O, C=CCC(CC(=O)OC(C)(C)C)C(=O)NCC(O)c1ccccc1. Product: C=CCCC(=O)OC(CNC(=O)C(CC=C)CC(=O)OC(C)(C)C)c1ccccc1. As a reaction SMILES: [C:1]([CH2:2][CH2:3][CH:4]=[CH2:5])(=[O:6])[OH:7].[CH2:8]([Cl:9])[CH2:10][Cl:11].[CH3:50][N:51]([c:52]1[cH:53][cH:54][n:55][cH:56][cH:57]1)[CH3:58].[CH:36]([N:37]([CH2:38][CH3:39])[CH:40]([CH3:41])[CH3:42])([CH3:43])[CH3:44].[O:45]=[CH:46][N:47]([CH3:48])[CH3:49].[OH:12][CH:13]([CH2:14][NH:15][C:16](=[O:17])[CH:18]([CH2:19][C:20](=[O:21])[O:22][C:23]([CH3:24])([CH3:25])[CH3:26])[CH2:27][CH:28]=[CH2:29])[c:30]1[cH:31][cH:32][cH:33][cH:34][cH:35]1>>[C:1]([CH2:2][CH2:3][CH:4]=[CH2:5])(=[O:6])[O:7][CH:13]([CH2:14][NH:15][C:16](=[O:17])[CH:18]([CH2:19][C:20](=[O:21])[O:22][C:23]([CH3:24])([CH3:25])[CH3:26])[CH2:27][CH:28]=[CH2:29])[c:30]1[cH:31][cH:32][cH:33][cH:34][cH:35]1.